Task: describe an organic reaction: reactants, conditions, products, and yield. Dataset: the Open Reaction Database (ORD), a public repository of structured organic reaction records Starting materials: OO (hydrogen peroxide), FC(C1=C(NC(C=2C(O)=C(C=C(C2C)C#N)C(C)(C)C)=O)C=CC(=C1)SC1=CC=C(C=C1)Br)(F)F (2'-trifluoromethyl-4'-(4-bromophenylthio)-5-cyano-3-t-butyl-6-methylsalicylanilide), O (Water). The solvent is C(C)(=O)O (acetic acid). Product: FC(C1=C(NC(C=2C(O)=C(C=C(C2C)C#N)C(C)(C)C)=O)C=CC(=C1)S(=O)C1=CC=C(C=C1)Br)(F)F (2'-trifluoromethyl-4'-(4-bromophenylsulphinyl)-5-cyano-3-t-butyl-6-methylsalicylanilide). RXN SMILES: [OH:1]O.[F:3][C:4]([F:37])([F:36])[C:5]1[CH:27]=[C:26]([S:28][C:29]2[CH:34]=[CH:33][C:32]([Br:35])=[CH:31][CH:30]=2)[CH:25]=[CH:24][C:6]=1[NH:7][C:8](=[O:23])[C:9]1[C:10](=[C:12]([C:19]([CH3:22])([CH3:21])[CH3:20])[CH:13]=[C:14]([C:17]#[N:18])[C:15]=1[CH3:16])[OH:11].O>C(O)(=O)C>[F:37][C:4]([F:36])([F:3])[C:5]1[CH:27]=[C:26]([S:28]([C:29]2[CH:30]=[CH:31][C:32]([Br:35])=[CH:33][CH:34]=2)=[O:1])[CH:25]=[CH:24][C:6]=1[NH:7][C:8](=[O:23])[C:9]1[C:10](=[C:12]([C:19]([CH3:21])([CH3:22])[CH3:20])[CH:13]=[C:14]([C:17]#[N:18])[C:15]=1[CH3:16])[OH:11]. Reported procedure: 30% w/v Aqueous hydrogen peroxide solution (70 μl.) is added to a suspension of 2'-trifluoromethyl-4'-(4-bromophenylthio)-5-cyano-3-t-butyl-6-methylsalicylanilide (0.25 g.) in acetic acid (4 ml.), and the mixture heated at 70°-80° C. for 1 hour. Water (2 ml.) is then added and the solution is cooled slowly to room temperature. The crystalline solid which is thus obtained is separated by filtration and dried to give 2'-trifluoromethyl-4'-(4-bromophenylsulphinyl)-5-cyano-3-t-butyl-6-methylsalicyla... Starting materials: OC(CC(=O)O)C (3-hydroxybutyric acid), C(CCCCCCCCCCC)O (dodecyl alcohol), S(O)(O)(=O)=O (sulfuric acid). Solvent: one. Conditions: temperature 120 celsius. Product: OC(CC(=O)OCCCCCCCCCCCC)C (Dodecyl 3-Hydroxybutyrate). Yield: 117.7%. As a reaction SMILES: [OH:1][CH:2]([CH3:7])[CH2:3][C:4]([OH:6])=[O:5].[CH2:8](O)[CH2:9][CH2:10][CH2:11][CH2:12][CH2:13][CH2:14][CH2:15][CH2:16][CH2:17][CH2:18][CH3:19].S(=O)(=O)(O)O>>[OH:1][CH:2]([CH3:7])[CH2:3][C:4]([O:6][CH2:19][CH2:18][CH2:17][CH2:16][CH2:15][CH2:14][CH2:13][CH2:12][CH2:11][CH2:10][CH2:9][CH3:8])=[O:5]. Procedure: A 500 mL one neck round bottom flask equipped with a Dean Stark trap, condenser, and a nitrogen inlet/outlet was charged with 72.0 g (69 mmole) of 3-hydroxybutyric acid, 268.5 g (1.45 mole) of dodecyl alcohol, and 0.36 g of sulfuric acid. The mixture was heated to 120° C. for 48 hours and water was collected as the reaction proceeded. The acid was neutralized by washing three times with 100 mL saturated NaHCO3 solution. The organic layer was collected and dried over MgSO4 and concentrated. Exces...